From a dataset of the Open Reaction Database (ORD), a public repository of structured organic reaction records. describe an organic reaction: reactants, conditions, products, and yield Reactants: C(C)N(CCCl)C1=CC=C(C#N)C=C1 (4-[N-ethyl,N-(2-chloroethyl)amino]benzonitrile), C([O-])([O-])=O.[Na+].[Na+] (Sodium carbonate). Run in C(C)O (ethanol), Cl (hydrochloric acid). Yields the product C(C)N(CCCl)C1=CC=C(C(=O)O)C=C1 (4-[N-Ethyl,N-(2-chloroethyl)amino]benzoic acid). The yield is 40.0%. As a reaction SMILES: [CH2:1]([N:3]([C:7]1[CH:14]=[CH:13][C:10](C#N)=[CH:9][CH:8]=1)[CH2:4][CH2:5][Cl:6])[CH3:2].[C:15](=[O:18])([O-])[O-:16].[Na+].[Na+]>C(O)C.Cl>[CH2:1]([N:3]([C:7]1[CH:14]=[CH:13][C:10]([C:15]([OH:16])=[O:18])=[CH:9][CH:8]=1)[CH2:4][CH2:5][Cl:6])[CH3:2] |f:1.2.3|. Procedure details: To a solution of 2.5 g (12.0 mmol) of 4-[N-ethyl,N-(2-chloroethyl)amino]benzonitrile in 25 ml of ethanol, 25 ml of concentrated hydrochloric acid were added, followed by reflux under heat for 12 hours. The reaction mixture was allowed to cool down. Sodium carbonate was then added to basify the solution, followed by washing with chloroform. The water layer was acidified with concentrated hydrochloric acid and then extracted with chloroform. The solvent was distilled out under reduced pressure, fo... Starting materials: COC1=C(C=CC=C1)C1C2CCC(C2)C12NC(CC2)=S (3-(2-methoxyphenyl)-spiro[bicyclo[2.2.1]-heptane-2,2'-pyrrolidine]-5'-thione), CI (methyl iodide). Solvent: CC(=O)C (acetone). The product is I.COC1=C(C=CC=C1)C1C2CCC(C2)C12N=C(CC2)SC (3-(2-Methoxyphenyl)-5'-methylthio-spiro[bicyclo[2.2.1]-heptane-2,2'-5-pyrroline]hydriodide). RXN SMILES: [CH3:1][O:2][C:3]1[CH:8]=[CH:7][CH:6]=[CH:5][C:4]=1[CH:9]1[C:15]2([CH2:19][CH2:18][C:17](=[S:20])[NH:16]2)[CH:13]2[CH2:14][CH:10]1[CH2:11][CH2:12]2.[CH3:21][I:22]>CC(C)=O>[IH:22].[CH3:1][O:2][C:3]1[CH:8]=[CH:7][CH:6]=[CH:5][C:4]=1[CH:9]1[C:15]2([CH2:19][CH2:18][C:17]([S:20][CH3:21])=[N:16]2)[CH:13]2[CH2:14][CH:10]1[CH2:11][CH2:12]2 |f:3.4|. Reported procedure: 56 mmoles of 3-(2-methoxyphenyl)-spiro[bicyclo[2.2.1]-heptane-2,2'-pyrrolidine]-5'-thione and 7 ml of methyl iodide in 220 ml of acetone are refluxed for 10 minutes. After cooling the mixture, the residue is filtered off. Pale yellow compound of melting point 228° C. (decomposition) Starting materials: CCOC(=O)c1sc(C)c2c1CC1C2C1(C)C, CCO, [Li+], [OH-], O. The product is Cc1sc(C(=O)O)c2c1C1C(C2)C1(C)C. RXN SMILES: [CH2:1]([CH3:2])[O:3][C:4](=[O:5])[c:6]1[c:7]2[c:11]([c:12]([CH3:14])[s:13]1)[CH:10]1[CH:9]([CH2:8]2)[C:15]1([CH3:16])[CH3:17].[CH3:20][CH2:21][OH:22].[Li+:19].[OH-:18].[OH2:23]>>[O:3]=[C:4]([OH:5])[c:6]1[c:7]2[c:11]([c:12]([CH3:14])[s:13]1)[CH:10]1[CH:9]([CH2:8]2)[C:15]1([CH3:16])[CH3:17]. Starting materials: CON=C(C(=O)NC1C(=O)N2C(C(=O)OC(c3ccccc3)c3ccccc3)=C(OS(=O)(=O)C(F)(F)F)CCC12)c1nc(N)sc1Cl, Nc1ncccc1S. Yields the product CON=C(C(=O)NC1C(=O)N2C(C(=O)OC(c3ccccc3)c3ccccc3)=C(Sc3cccnc3N)CCC12)c1nc(N)sc1Cl. As a reaction SMILES: [CH:1]([c:2]1[cH:3][cH:4][cH:5][cH:6][cH:7]1)([c:8]1[cH:9][cH:10][cH:11][cH:12][cH:13]1)[O:14][C:15](=[O:16])[C:17]1=[C:24]([O:25][S:26]([C:27]([F:28])([F:29])[F:30])(=[O:31])=[O:32])[CH2:23][CH2:22][CH:21]2[N:18]1[C:19](=[O:47])[CH:20]2[NH:33][C:34]([C:35](=[N:36][O:37][CH3:38])[c:39]1[n:40][c:41]([NH2:45])[s:42][c:43]1[Cl:44])=[O:46].[NH2:48][c:49]1[n:50][cH:51][cH:52][cH:53][c:54]1[SH:55]>>[CH:1]([c:2]1[cH:3][cH:4][cH:5][cH:6][cH:7]1)([c:8]1[cH:9][cH:10][cH:11][cH:12][cH:13]1)[O:14][C:15](=[O:16])[C:17]1=[C:24]([S:55][c:54]2[c:49]([NH2:48])[n:50][cH:51][cH:52][cH:53]2)[CH2:23][CH2:22][CH:21]2[N:18]1[C:19](=[O:47])[CH:20]2[NH:33][C:34]([C:35](=[N:36][O:37][CH3:38])[c:39]1[n:40][c:41]([NH2:45])[s:42][c:43]1[Cl:44])=[O:46]. The reactants are ClC1=C(C=C(C=C1)[N+](=O)[O-])S(=O)[O-].[Na+] (sodium 2-chloro-5-nitrobenzenesulphinate), C(O)CN (ethanolamine), Cl (hydrochloric acid). Run in O (water). Run at temperature 100 celsius, time 30 minute. The product is OCCNC1=C(C=C(C=C1)[N+](=O)[O-])S(=O)[O-].[Na+] (sodium 2-(2-hydroxyethyl)amino-5-nitrobenzenesulphinate). Reaction SMILES: Cl[C:2]1[CH:7]=[CH:6][C:5]([N+:8]([O-:10])=[O:9])=[CH:4][C:3]=1[S:11]([O-:13])=[O:12].[Na+:14].[CH2:15]([CH2:17][NH2:18])[OH:16].Cl>O>[OH:16][CH2:15][CH2:17][NH:18][C:2]1[CH:7]=[CH:6][C:5]([N+:8]([O-:10])=[O:9])=[CH:4][C:3]=1[S:11]([O-:13])=[O:12].[Na+:14] |f:0.1,5.6|. Reported procedure: 122 g of sodium 2-chloro-5-nitrobenzenesulphinate are kneaded together with 150 g of ethanolamine, and the mixture is gradually heated to 100° C. After 30 minutes at 100° C. 500 ml of water are added, the reaction solution is neutralised with hydrochloric acid, and the sodium 2-(2-hydroxyethyl)amino-5-nitrobenzenesulphinate is isolated as above, by salting out. Starting materials: C1=CC=NC2=CC=C3N=CC=CC3=C12 (4,7-phenanthroline), ClCC1=CC=C(C=C)C=C1 (4-(chloromethyl)styrene), CC#N (CH3CN). Product: [Cl-].C(C1=CC=CC=C1)[N+]1(CC=CC2=C3C=CC=NC3=CC=C12)C=C (N-Benzyl-4-Ethenyl-4,7-Phenanthrolinium Chloride). RXN SMILES: [CH:1]1[C:14]2[C:5](=[CH:6][CH:7]=[C:8]3[C:13]=2[CH:12]=[CH:11][CH:10]=[N:9]3)[N:4]=[CH:3][CH:2]=1.[Cl:15][CH2:16][C:17]1[CH:24]=[CH:23][C:20](C=C)=[CH:19][CH:18]=1.[CH3:25][C:26]#N>>[Cl-:15].[CH2:16]([N+:4]1([CH:25]=[CH2:26])[C:5]2[C:14](=[C:13]3[C:8](=[CH:7][CH:6]=2)[N:9]=[CH:10][CH:11]=[CH:12]3)[CH:1]=[CH:2][CH2:3]1)[C:17]1[CH:24]=[CH:23][CH:20]=[CH:19][CH:18]=1 |f:3.4|. Procedure: A flame dried, side armed 100-mL round bottom flask, equipped with a magnetic stirring bar, was cooled under argon and charged with 4,7-phenanthroline (2.14 g, 11.86 mmols). The flask was equipped with a reflux condenser attached to an argon (g) line and charged with 4-(chloromethyl)styrene (0.905 g, 0.836 mL, 5.93 mmols) and anhydrous CH3CN (20 mL) through the side arm. The solution was heated to reflux under argon (g) for 17 h, then cooled to room temperature and precipitated with diethyl ethe... RXN SMILES: [CH2:44]([c:45]1[cH:46][cH:47][cH:48][cH:49][cH:50]1)[N:51]1[CH2:52][CH2:53][NH:54][CH2:55][CH2:56]1.[CH3:23][CH2:24][N:25]=[C:26]=[N:27][CH2:28][CH2:29][CH2:30][N:31]([CH3:32])[CH3:33].[CH:1]([N:2]([CH2:3][CH3:4])[CH:5]([CH3:6])[CH3:7])([CH3:8])[CH3:9].[F:10][C:11]([c:12]1[c:13]([C:14](=[O:15])[OH:16])[cH:17][cH:18][cH:19][cH:20]1)([F:21])[F:22].[O:57]=[CH:58][N:59]([CH3:60])[CH3:61].[OH2:62].[OH:34][n:35]1[c:36]2[c:37]([cH:38][cH:39][cH:40][cH:41]2)[n:42][n:43]1>>[F:10][C:11]([c:12]1[c:13]([C:14](=[O:16])[N:54]2[CH2:53][CH2:52][N:51]([CH2:44][c:45]3[cH:46][cH:47][cH:48][cH:49][cH:50]3)[CH2:56][CH2:55]2)[cH:17][cH:18][cH:19][cH:20]1)([F:21])[F:22]. The reactants are c1ccc(CN2CCNCC2)cc1, CCN=C=NCCCN(C)C, CCN(C(C)C)C(C)C, O=C(O)c1ccccc1C(F)(F)F, CN(C)C=O, O, On1nnc2ccccc21. The product is O=C(c1ccccc1C(F)(F)F)N1CCN(Cc2ccccc2)CC1. Reaction SMILES: F[C:2]1[N:7]=[C:6]([C:8]([NH:10][NH2:11])=[O:9])[CH:5]=[CH:4][CH:3]=1.[F:12]C1C=CC(C(O)=O)=NC=1.FC1N=C(C(O)=O)C=CC=1>>[F:12][C:3]1[CH:4]=[CH:5][C:6]([C:8]([NH:10][NH2:11])=[O:9])=[N:7][CH:2]=1. Procedure details: 5-Fluoro-2-pyridinecarbohydrazide was prepared in a manner analogous to that described above for 6-fluoro-2-pyridinecarbohydrazide (I23) but using 5-fluoro-2-pyridinecarboxylic acid (CAS [107504-08-5], commercially available e.g. from Apollo Scientific or Beta Pharma) in the place of 6-fluoro-2-pyridinecarboxylic acid. Yields the product FC=1C=CC(=NC1)C(=O)NN (5-Fluoro-2-pyridinecarbohydrazide). Starting materials: FC1=CC=CC(=N1)C(=O)NN (6-fluoro-2-pyridinecarbohydrazide), FC=1C=CC(=NC1)C(=O)O (5-fluoro-2-pyridinecarboxylic acid), FC1=CC=CC(=N1)C(=O)O (6-fluoro-2-pyridinecarboxylic acid). Reactants: C=C1CCCCC1 (methylenecyclohexane), C(C=O)(=O)OC (methyl glyoxylate). Solvent: C(O)([O-])=O.[Na+] (sodium hydrogen carbonate). Reaction conditions: temperature -10 celsius. Product: O[C@H](C(=O)OC)CC1=CCCCC1 (methyl (S)-2-hydroxy-3-(1-cyclohexenyl)propanoate). Yield: 70.6%. As a reaction SMILES: [CH2:1]=[C:2]1[CH2:7][CH2:6][CH2:5][CH2:4][CH2:3]1.[C:8]([O:12][CH3:13])(=[O:11])[CH:9]=[O:10]>C(=O)([O-])O.[Na+]>[OH:10][C@@H:9]([CH2:1][C:2]1[CH2:7][CH2:6][CH2:5][CH2:4][CH:3]=1)[C:8]([O:12][CH3:13])=[O:11] |f:2.3|. Procedure: A solution of an (S)-binaphthol-dichlorotitanium complex (0.1 mmole) which had been prepared in the same manner as in Example 1 was cooled to -10° C. and there was added thereto 96 mg (1 mmole) of methylenecyclohexane and 88 mg (1 mmole) of methyl glyoxylate, followed by reaction for 8 hours. Then, 10 ml of an aqueous sodium hydrogen carbonate solution was added to terminate the reaction. The reaction mixture was filtered through Celite and extracted with two 20 ml portions of diethyl ether and ... Starting materials: C(#N)C1=CC(=C(CNC(C(OC)C2=C(C=C(C=C2F)OC)F)=O)C=C1)O ((RS)-N-(4-cyano-2-hydroxy-benzyl)-2-(2,6-difluoro-4-methoxy-phenyl)-2-methoxy-acetamide), ClCC(=O)NC.C([O-])([O-])=O.[Cs+].[Cs+] (2-chloro-N-methylacetamide cesium carbonate). The solvent is CN(C)C=O (DMF). The product is C(#N)C1=CC(=C(CNC(C(OC)C2=C(C=C(C=C2F)OC)F)=O)C=C1)OCC(NC)=O ((RS)-N-(4-cyano-2-methylcarbamoylmethoxy-benzyl)-2-(2,6-difluoro-4-methoxy-phenyl)-2-methoxy-acetamide). Reaction SMILES: [C:1]([C:3]1[CH:25]=[CH:24][C:6]([CH2:7][NH:8][C:9](=[O:23])[CH:10]([C:13]2[C:18]([F:19])=[CH:17][C:16]([O:20][CH3:21])=[CH:15][C:14]=2[F:22])[O:11][CH3:12])=[C:5]([OH:26])[CH:4]=1)#[N:2].Cl[CH2:28][C:29]([NH:31][CH3:32])=[O:30].C(=O)([O-])[O-].[Cs+].[Cs+]>CN(C=O)C>[C:1]([C:3]1[CH:25]=[CH:24][C:6]([CH2:7][NH:8][C:9](=[O:23])[CH:10]([C:13]2[C:14]([F:22])=[CH:15][C:16]([O:20][CH3:21])=[CH:17][C:18]=2[F:19])[O:11][CH3:12])=[C:5]([O:26][CH2:28][C:29](=[O:30])[NH:31][CH3:32])[CH:4]=1)#[N:2] |f:1.2.3.4|. Procedure: In analogy to example 16.4, (RS)-N-(4-cyano-2-hydroxy-benzyl)-2-(2,6-difluoro-4-methoxy-phenyl)-2-methoxy-acetamide was alkylated with 2-chloro-N-methylacetamide/cesium carbonate in DMF to give (RS)-N-(4-cyano-2-methylcarbamoylmethoxy-benzyl)-2-(2,6-difluoro-4-methoxy-phenyl)-2-methoxy-acetamide as a colorless foam. MS 434.2 ([M+H]+)